This data is from the Open Reaction Database (ORD), a public repository of structured organic reaction records. The task is: describe an organic reaction: reactants, conditions, products, and yield Reactants: O=C([O-])[O-], CS(C)=O, N#Cc1ccc(F)c2ccccc12, [K+], [K+], O, OC1CCCNC1. Yields the product N#Cc1ccc(N2CCCC(O)C2)c2ccccc12. Reaction SMILES: [C:21](=[O:22])([O-:23])[O-:24].[CH3:27][S:28]([CH3:29])=[O:30].[F:1][c:2]1[cH:3][cH:4][c:5]([C:12]#[N:13])[c:6]2[cH:7][cH:8][cH:9][cH:10][c:11]12.[K+:25].[K+:26].[OH2:31].[OH:14][CH:15]1[CH2:16][NH:17][CH2:18][CH2:19][CH2:20]1>>[c:2]1([N:17]2[CH2:16][CH:15]([OH:14])[CH2:20][CH2:19][CH2:18]2)[cH:3][cH:4][c:5]([C:12]#[N:13])[c:6]2[cH:7][cH:8][cH:9][cH:10][c:11]12. RXN SMILES: [Cl:1][c:2]1[n:3][cH:4][cH:5][c:6]2[c:7]1[n:8][cH:9][nH:10]2.[Na+:18].[O-:11][c:12]1[cH:13][cH:14][cH:15][cH:16][cH:17]1>>[c:2]1([O:11][c:12]2[cH:13][cH:14][cH:15][cH:16][cH:17]2)[n:3][cH:4][cH:5][c:6]2[c:7]1[n:8][cH:9][nH:10]2. Reactants: Clc1nccc2[nH]cnc12, [Na+], [O-]c1ccccc1. Yields the product c1ccc(Oc2nccc3[nH]cnc23)cc1. Starting materials: BrC=1C(=CC2=C(CC(NN=C2C2=CC=C(C=C2)[N+](=O)[O-])C)C1)OC (7-bromo-4-methyl-8-methoxy-1-(4-nitrophenyl)-4,5-dihydro-3H-2,3-benzodiazepine), CN=C=O (methyl isocyanate). The solvent is C(Cl)Cl (methylene chloride). The product is BrC=1C(=CC2=C(CC(N(N=C2C2=CC=C(C=C2)[N+](=O)[O-])C(NC)=O)C)C1)OC (7-bromo-4-methyl-3-methylcarbamoyl-8-methoxy-1-(4-nitrophenyl)-4,5-dihydro-3H-2,3-benzodiazepine). The yield is 83.5%. Reaction SMILES: [Br:1][C:2]1[C:3]([O:23][CH3:24])=[CH:4][C:5]2[C:11]([C:12]3[CH:17]=[CH:16][C:15]([N+:18]([O-:20])=[O:19])=[CH:14][CH:13]=3)=[N:10][NH:9][CH:8]([CH3:21])[CH2:7][C:6]=2[CH:22]=1.[CH3:25][N:26]=[C:27]=[O:28]>C(Cl)Cl>[Br:1][C:2]1[C:3]([O:23][CH3:24])=[CH:4][C:5]2[C:11]([C:12]3[CH:17]=[CH:16][C:15]([N+:18]([O-:20])=[O:19])=[CH:14][CH:13]=3)=[N:10][N:9]([C:27](=[O:28])[NH:26][CH3:25])[CH:8]([CH3:21])[CH2:7][C:6]=2[CH:22]=1. Reported procedure: 0.60 g (1.5 mmol) of 7-bromo-4-methyl-8-methoxy-1-(4-nitrophenyl)-4,5-dihydro-3H-2,3-benzodiazepine (Example 4, Step A) is dissolved in 12 ml of dry methylene chloride and mixed with 0.64 ml (10.5 mmol) of methyl isocyanate. After a reaction period of 9 days at 25° C., the solution is concentrated by evaporation, and the residue is recrystallized from ethanol (10 ml). 0.56 g (83%) of 7-bromo-4-methyl-3-methylcarbamoyl-8-methoxy-1-(4-nitrophenyl)-4,5-dihydro-3H-2,3-benzodiazepine in the form of y... Starting materials: C=Cc1ccc(C(C)NC(=O)Cc2ccc(-c3cnoc3C)cc2)nc1, CCOC(C)=O, [H][H]. Yields the product CCc1ccc(C(C)NC(=O)Cc2ccc(-c3cnoc3C)cc2)nc1. As a reaction SMILES: [CH3:1][c:2]1[c:3](-[c:7]2[cH:8][cH:9][c:10]([CH2:13][C:14](=[O:15])[NH:16][CH:17]([CH3:18])[c:19]3[n:20][cH:21][c:22]([CH:25]=[CH2:26])[cH:23][cH:24]3)[cH:11][cH:12]2)[cH:4][n:5][o:6]1.[CH3:29][CH2:30][O:31][C:32]([CH3:33])=[O:34].[H:27][H:28]>>[CH3:1][c:2]1[c:3](-[c:7]2[cH:8][cH:9][c:10]([CH2:13][C:14](=[O:15])[NH:16][CH:17]([CH3:18])[c:19]3[n:20][cH:21][c:22]([CH2:25][CH3:26])[cH:23][cH:24]3)[cH:11][cH:12]2)[cH:4][n:5][o:6]1. Reactants: CS(=O)(=O)N1CCOc2ccc(C3=NNC(=O)CC3)cc21, CI, CN(C)C=O, [H-], [Na+], O. The product is CN1N=C(c2ccc3c(c2)N(S(C)(=O)=O)CCO3)CCC1=O. RXN SMILES: [CH3:1][S:2](=[O:3])(=[O:4])[N:5]1[CH2:6][CH2:7][O:8][c:9]2[c:10]1[cH:11][c:12]([C:15]1=[N:20][NH:19][C:18](=[O:21])[CH2:17][CH2:16]1)[cH:13][cH:14]2.[CH3:24][I:25].[CH3:27][N:28]([CH3:29])[CH:30]=[O:31].[H-:22].[Na+:23].[OH2:26]>>[CH3:1][S:2](=[O:3])(=[O:4])[N:5]1[CH2:6][CH2:7][O:8][c:9]2[c:10]1[cH:11][c:12]([C:15]1=[N:20][N:19]([CH3:24])[C:18](=[O:21])[CH2:17][CH2:16]1)[cH:13][cH:14]2.